Dataset: the Open Reaction Database (ORD), a public repository of structured organic reaction records. Task: describe an organic reaction: reactants, conditions, products, and yield Reaction SMILES: [CH2:3]([CH3:4])[O:5][C:6](=[O:7])[C:8]1([c:11]2[cH:12][cH:13][c:14](-[c:17]3[cH:18][cH:19][c:20](-[c:23]4[c:24]([CH2:29][Br:30])[c:25]([CH3:28])[n:26][o:27]4)[cH:21][cH:22]3)[cH:15][cH:16]2)[CH2:9][CH2:10]1.[H-:1].[Na+:2].[O:40]=[CH:41][N:42]([CH3:43])[CH3:44].[c:31]1([CH2:37][CH2:38][SH:39])[cH:32][cH:33][cH:34][cH:35][cH:36]1>>[CH2:3]([CH3:4])[O:5][C:6](=[O:7])[C:8]1([c:11]2[cH:12][cH:13][c:14](-[c:17]3[cH:18][cH:19][c:20](-[c:23]4[c:24]([CH2:29][S:39][CH2:38][CH2:37][c:31]5[cH:32][cH:33][cH:34][cH:35][cH:36]5)[c:25]([CH3:28])[n:26][o:27]4)[cH:21][cH:22]3)[cH:15][cH:16]2)[CH2:9][CH2:10]1. Starting materials: CCOC(=O)C1(c2ccc(-c3ccc(-c4onc(C)c4CBr)cc3)cc2)CC1, [H-], [Na+], CN(C)C=O, SCCc1ccccc1. The product is CCOC(=O)C1(c2ccc(-c3ccc(-c4onc(C)c4CSCCc4ccccc4)cc3)cc2)CC1. The reactants are C(C1=CC=CC=C1)NC=1C(=CC=C(C1)Br)N (N1-benzyl-5-bromobenzene-1,2-diamine), CC=1C=CC(=CC1)S(=O)(=O)O.O (TsOH.H2O). Solvent: C(OC)(OC)OC (HC(OMe)3). Run at temperature 100 celsius, time 4 hour. Yields the product C(C1=CC=CC=C1)N1C=NC2=C1C=C(C=C2)Br (1-benzyl-6-bromo-1H-benzo[d]imidazole). As a reaction SMILES: [CH2:1]([NH:8][C:9]1[C:10]([NH2:16])=[CH:11][CH:12]=[C:13]([Br:15])[CH:14]=1)[C:2]1[CH:7]=[CH:6][CH:5]=[CH:4][CH:3]=1.[CH3:17]C1C=CC(S(O)(=O)=O)=CC=1.O>C(OC)(OC)OC>[CH2:1]([N:8]1[C:9]2[CH:14]=[C:13]([Br:15])[CH:12]=[CH:11][C:10]=2[N:16]=[CH:17]1)[C:2]1[CH:3]=[CH:4][CH:5]=[CH:6][CH:7]=1 |f:1.2|. Procedure details: To a solution of N1-benzyl-5-bromobenzene-1,2-diamine (450 mg, 1.63 mmol) in HC(OMe)3 (15 mL) was added TsOH.H2O (30 mg, 0.16 mmol). The mixture was stirred at 100° C. for 4 h. The reaction solution was concentrated, and the residue was washed with water and extracted with EtOAc. The organic layer was concentrated to give the crude 1-benzyl-6-bromo-1H-benzo[d]imidazole. The crude product was used in next step without further purification. LCMS (m/z): 287.1/288.1 [M+H]+/[M+2H]+